The task is: describe an organic reaction: reactants, conditions, products, and yield. This data is from the Open Reaction Database (ORD), a public repository of structured organic reaction records. Solvent: C(C)(C)O (isopropanol), C(C)O (ethanol), CCOCC (ether). Reagents/catalysts: [Ni] (Raney Nickel). Reaction SMILES: [Cl:1][C:2]1[CH:3]=[C:4]([C:8]2([OH:22])[C:16]3[C:11](=[CH:12][CH:13]=[CH:14][CH:15]=3)[N:10]([CH2:17][CH2:18][C:19]#[N:20])[C:9]2=[O:21])[CH:5]=[CH:6][CH:7]=1.N.[H][H].Cl.NCCCN1C2C(=CC=CC=2)C(C2C=CC=C(Cl)C=2)(O)C1=O.Cl>[Ni].C(O)C.CCOCC.C(O)(C)C>[NH2:20][CH2:19][CH2:18][CH2:17][N:10]1[C:11]2[C:16](=[CH:15][CH:14]=[CH:13][CH:12]=2)[C:8]([C:4]2[CH:5]=[CH:6][CH:7]=[C:2]([Cl:1])[CH:3]=2)([OH:22])[C:9]1=[O:21] |f:3.4|. The product is NCCCN1C(C(C2=CC=CC=C12)(O)C1=CC(=CC=C1)Cl)=O (1-(3-Aminopropyl)-3-(m-chlorophenyl)-3-hydroxyindolin-2-one). Starting materials: ClC=1C=C(C=CC1)C1(C(N(C2=CC=CC=C12)CCC#N)=O)O (3-(m-Chlorophenyl)-1-(2-cyanoethyl)-3-hydroxyindolin-2-one), Cl.NCCCN1C(C(C2=CC=CC=C12)(O)C1=CC(=CC=C1)Cl)=O (1-(3-aminopropyl)- 3-(m-chlorophenyl)- 3-hydroxyindolin-2-one hydrochloride), [H][H] (hydrogen), 2.g, N (ammonia), Cl (hydrogen chloride). Procedure: The nitrile of Example 1 (1.57 g.) was reduced at 40 p.s.i. and 40°C in the presence of Raney Nickel W2 (2.g.) in absolute ethanol half saturated with dry ammonia (50 ml.). Uptake ceased when slightly more than 2 equivalents of hydrogen had been taken up. The catalyst was filtered off, the ethanol solution evaporated to leave a green oil which gave 1.22 g. microcrystals, m.p. 250°-252°(decomp), of 1-(3-aminopropyl)- 3-(m-chlorophenyl)- 3-hydroxyindolin-2-one hydrochloride on treatment with isopr... Starting materials: N[C@H](C(=O)NCCCC[C@@H](CO)N(CC(C)C)S(=O)(=O)C1=CC(=C(C=C1)F)N)CC1=CC2=CC=CC=C2C=C1 ((2S,5S)-2-Amino-N-{5-[(3-amino-4-fluoro-benzenesulfonyl)-isobutyl-amino]-6-hydroxy-hexyl}-3-naphthalen-2-yl-propionamide), N1C=NC(=C1)C(=O)O (4-imidazolecarboxylic acid). Reported procedure: The title compound was prepared from (2S,5S)-2-amino-N-{5-[(3-amino-4-fluoro-benzenesulfonyl)-isobutyl-amino]-6-hydroxy-hexyl}-3-naphthalen-2-yl-propionamide (example 81) as described in general procedure E using 4-imidazolecarboxylic acid. The final product was obtained in 20% yield. RXN SMILES: [NH2:1][C@@H:2]([CH2:29][C:30]1[CH:39]=[CH:38][C:37]2[C:32](=[CH:33][CH:34]=[CH:35][CH:36]=2)[CH:31]=1)[C:3]([NH:5][CH2:6][CH2:7][CH2:8][CH2:9][C@H:10]([N:13]([S:18]([C:21]1[CH:26]=[CH:25][C:24]([F:27])=[C:23]([NH2:28])[CH:22]=1)(=[O:20])=[O:19])[CH2:14][CH:15]([CH3:17])[CH3:16])[CH2:11][OH:12])=[O:4].[NH:40]1[CH:44]=[C:43]([C:45](O)=[O:46])[N:42]=[CH:41]1>>[NH2:28][C:23]1[CH:22]=[C:21]([S:18]([N:13]([CH2:14][CH:15]([CH3:16])[CH3:17])[C@H:10]([CH2:11][OH:12])[CH2:9][CH2:8][CH2:7][CH2:6][NH:5][C:3]([C@@H:2]([NH:1][C:45]([C:43]2[NH:42][CH:41]=[N:40][CH:44]=2)=[O:46])[CH2:29][C:30]2[CH:39]=[CH:38][C:37]3[C:32](=[CH:33][CH:34]=[CH:35][CH:36]=3)[CH:31]=2)=[O:4])(=[O:19])=[O:20])[CH:26]=[CH:25][C:24]=1[F:27]. Yields the product NC=1C=C(C=CC1F)S(=O)(=O)N([C@@H](CCCCNC(=O)[C@H](CC1=CC2=CC=CC=C2C=C1)NC(=O)C=1NC=NC1)CO)CC(C)C ((1S,5S)-3H-Imidazole-4-carboxylic Acid (1-{5-[(3-Amino-4-fluoro-benzenesulfonyl)-isobutyl-amino]-6-hydroxy-hexylcarbamoyl}-2-naphthalen-2-yl-ethyl)-amide). The product is COc1cc2c(Cl)ncnc2cc1OC1CCN(C(=O)OC(C)(C)C)CC1. The reactants are CC(C)(C)OC(=O)N1CCC(O)CC1, COc1cc2c(Cl)ncnc2cc1O, ClCCl, CC(C)(C)OC(=O)N=NC(=O)OC(C)(C)C, c1ccc(P(c2ccccc2)c2ccccc2)cc1. RXN SMILES: [C:34]([CH3:35])([CH3:36])([CH3:37])[O:38][C:39](=[O:40])[N:41]1[CH2:42][CH2:43][CH:44]([OH:47])[CH2:45][CH2:46]1.[Cl:1][c:2]1[n:3][cH:4][n:5][c:6]2[cH:7][c:8]([OH:14])[c:9]([O:12][CH3:13])[cH:10][c:11]12.[Cl:64][CH2:65][Cl:66].[N:48]([C:49]([O:50][C:51]([CH3:52])([CH3:53])[CH3:54])=[O:55])=[N:56][C:57]([O:58][C:59]([CH3:60])([CH3:61])[CH3:62])=[O:63].[c:15]1([P:16]([c:17]2[cH:18][cH:19][cH:20][cH:21][cH:22]2)[c:23]2[cH:24][cH:25][cH:26][cH:27][cH:28]2)[cH:29][cH:30][cH:31][cH:32][cH:33]1>>[Cl:1][c:2]1[n:3][cH:4][n:5][c:6]2[cH:7][c:8]([O:14][CH:44]3[CH2:43][CH2:42][N:41]([C:39]([O:38][C:34]([CH3:35])([CH3:36])[CH3:37])=[O:40])[CH2:46][CH2:45]3)[c:9]([O:12][CH3:13])[cH:10][c:11]12. The product is C(C(=O)O)(=O)O.ClC1=CC=C(C=C1)CC(=O)N(C1=CC=CC=C1)C1(CCN(CC1)C(C)C)C(=O)OC (methyl 4-[N-(4-chlorophenyl)acetyl-N-phenylamino]-1-(1-methylethyl)-4-piperidinecarboxylate ethanedioate). The yield is 48.0%. Run in CC1=C(C=CC=C1)C (dimethylbenzene). Procedure: a mixture of 5 parts of methyl 1-(1-methylethyl)-4-(phenylamino)-4-piperidinecarboxylate, 24 parts of 4-chlorobenzeneacetyl chloride, 4 parts of sodium carbonate and 180 parts of dimethylbenzene is stirred and refluxed for 32 hours. The reaction mixture is cooled, washed with a diluted sodium hydroxide solution and extracted with a diluted hydrochloric acid solution: three layers are obtained. The oil and the aqueous phase are combined and alkalized with a diluted sodium hydroxide solution. The ... Reaction SMILES: [CH3:1][CH:2]([N:4]1[CH2:9][CH2:8][C:7]([NH:14][C:15]2[CH:20]=[CH:19][CH:18]=[CH:17][CH:16]=2)([C:10]([O:12][CH3:13])=[O:11])[CH2:6][CH2:5]1)[CH3:3].[Cl:21][C:22]1[CH:27]=[CH:26][C:25]([CH2:28][C:29](Cl)=[O:30])=[CH:24][CH:23]=1.[C:32](=[O:35])([O-:34])[O-].[Na+].[Na+].[OH-].[Na+]>CC1C=CC=CC=1C>[C:10]([OH:12])(=[O:11])[C:32]([OH:34])=[O:35].[Cl:21][C:22]1[CH:27]=[CH:26][C:25]([CH2:28][C:29]([N:14]([C:7]2([C:10]([O:12][CH3:13])=[O:11])[CH2:8][CH2:9][N:4]([CH:2]([CH3:1])[CH3:3])[CH2:5][CH2:6]2)[C:15]2[CH:16]=[CH:17][CH:18]=[CH:19][CH:20]=2)=[O:30])=[CH:24][CH:23]=1 |f:2.3.4,5.6,8.9|. Reactants: [OH-].[Na+] (sodium hydroxide), CC(C)N1CCC(CC1)(C(=O)OC)NC1=CC=CC=C1 (methyl 1-(1-methylethyl)-4-(phenylamino)-4-piperidinecarboxylate), ClC1=CC=C(C=C1)CC(=O)Cl (4-chlorobenzeneacetyl chloride), C([O-])([O-])=O.[Na+].[Na+] (sodium carbonate). Reactants: COC(=O)C=Cc1ccc(-c2nc3c(C)nn(C4CCCCC4)c3c(=O)[nH]2)c(OC)c1, [H][H], C1CCOC1, O=[Pt]. Yields the product COC(=O)CCc1ccc(-c2nc3c(C)nn(C4CCCCC4)c3c(=O)[nH]2)c(OC)c1. Reaction SMILES: [CH:1]1([n:7]2[n:8][c:9]([CH3:31])[c:10]3[n:11][c:12](-[c:17]4[c:18]([O:29][CH3:30])[cH:19][c:20]([CH:23]=[CH:24][C:25](=[O:26])[O:27][CH3:28])[cH:21][cH:22]4)[nH:13][c:14](=[O:16])[c:15]23)[CH2:2][CH2:3][CH2:4][CH2:5][CH2:6]1.[H:32][H:33].[O:36]1[CH2:37][CH2:38][CH2:39][CH2:40]1.[Pt:34]=[O:35]>>[CH:1]1([n:7]2[n:8][c:9]([CH3:31])[c:10]3[n:11][c:12](-[c:17]4[c:18]([O:29][CH3:30])[cH:19][c:20]([CH2:23][CH2:24][C:25](=[O:26])[O:27][CH3:28])[cH:21][cH:22]4)[nH:13][c:14](=[O:16])[c:15]23)[CH2:2][CH2:3][CH2:4][CH2:5][CH2:6]1. As a reaction SMILES: [N:1]1[CH:6]=[CH:5][CH:4]=[N:3][C:2]=1[N:7]1[CH2:12][C:11]2([CH2:17][CH2:16][N:15]([C:18]([O:20][C:21]([CH3:24])([CH3:23])[CH3:22])=[O:19])[CH2:14][CH2:13]2)[O:10][CH:9]([CH2:25][O:26]S(C2C=CC(C)=CC=2)(=O)=O)[CH2:8]1.[CH3:37][O-].[Na+]>>[CH3:37][O:26][CH2:25][CH:9]1[O:10][C:11]2([CH2:13][CH2:14][N:15]([C:18]([O:20][C:21]([CH3:23])([CH3:22])[CH3:24])=[O:19])[CH2:16][CH2:17]2)[CH2:12][N:7]([C:2]2[N:1]=[CH:6][CH:5]=[CH:4][N:3]=2)[CH2:8]1 |f:1.2|. Isolated yield 5.0%. Procedure: Tert-butyl 4-(pyrimidin-2-yl)-2-(tosyloxymethyl)-1-oxa-4,9-diazaspiro[5.5]undecane-9-carboxylate (1.83 g, 3.53 mmol) was dissolved in a solution of sodium methoxide (71 mL of 0.5 M in methanol, 35 mmol) and refluxed for 18 h. The solvent was evaporated to dryness and the residue dissolved in dichloromethane (200 mL). The solution was washed with water and brine, dried over Na2SO4, filtered and concentrated in vacuo. Silica gel chromatography (5-80% ethyl acetate/hexanes) provided tert-butyl 10-(... Product: ethyl acetate hexanes, COCC1CN(CC2(CCN(CC2)C(=O)OC(C)(C)C)O1)C1=NC=CC=N1 (tert-butyl 10-(methoxymethyl)-8-pyrimidin-2-yl-11-oxa-3,8-diazaspiro[5.5]undecane-3-carboxylate). The reactants are N1=C(N=CC=C1)N1CC(OC2(C1)CCN(CC2)C(=O)OC(C)(C)C)COS(=O)(=O)C2=CC=C(C)C=C2 (Tert-butyl 4-(pyrimidin-2-yl)-2-(tosyloxymethyl)-1-oxa-4,9-diazaspiro[5.5]undecane-9-carboxylate), C[O-].[Na+] (sodium methoxide). The reactants are CC(C)(C)OC(=O)N1CC(N2CCC(F)(F)CC2)C1, ClCCl, O=C(O)C(F)(F)F. Yields the product FC1(F)CCN(C2CNC2)CC1. RXN SMILES: [C:1]([O:2][C:3](=[O:4])[N:8]1[CH2:9][CH:10]([N:12]2[CH2:13][CH2:14][C:15]([F:18])([F:19])[CH2:16][CH2:17]2)[CH2:11]1)([CH3:5])([CH3:6])[CH3:7].[Cl:20][CH2:21][Cl:22].[F:23][C:24]([F:25])([F:26])[C:27]([OH:28])=[O:29]>>[NH:8]1[CH2:9][CH:10]([N:12]2[CH2:13][CH2:14][C:15]([F:18])([F:19])[CH2:16][CH2:17]2)[CH2:11]1.